This data is from the Open Reaction Database (ORD), a public repository of structured organic reaction records. The task is: describe an organic reaction: reactants, conditions, products, and yield Reported procedure: Ethyl 4,5,6,7-tetrahydro-3-methylthio-4-oxobenzo[c]furan-1-carboxylate (4.26 g) was dissolved in chloroform (75 ml); a solution of bromine (2.73 g) in chloroform (5 ml) was added dropwise at room temperature over a period of 10 minutes. After the reaction mixture was stirred at room temperature for 30 minutes, it was washed with a 2% aqueous solution of sodium sulfite (100 ml), water, a saturated aqueous solution of sodium hydrogen carbonate and water in that order, and dried (MgSO4), after whic... Product: BrC1C(C=2C(=C(OC2SC)C(=O)OCC)CC1)=O (ethyl 5-bromo-4,5,6,7-tetrahydro-3-methylthio-4-oxobenzo[c]furan-1-carboxylate). Run in C(Cl)(Cl)Cl (chloroform), C(Cl)(Cl)Cl (chloroform). Reaction conditions: time 30 minute. As a reaction SMILES: [CH3:1][S:2][C:3]1[O:7][C:6]([C:8]([O:10][CH2:11][CH3:12])=[O:9])=[C:5]2[CH2:13][CH2:14][CH2:15][C:16](=[O:17])[C:4]=12.[Br:18]Br>C(Cl)(Cl)Cl>[Br:18][CH:15]1[CH2:14][CH2:13][C:5]2=[C:6]([C:8]([O:10][CH2:11][CH3:12])=[O:9])[O:7][C:3]([S:2][CH3:1])=[C:4]2[C:16]1=[O:17]. Isolated yield 89.8%. The reactants are CSC1=C2C(=C(O1)C(=O)OCC)CCCC2=O (Ethyl 4,5,6,7-tetrahydro-3-methylthio-4-oxobenzo[c]furan-1-carboxylate), BrBr (bromine). Starting materials: CN(C)C(=O)Oc1cccc(NC(=O)C2(OCc3ccccc3)CCNCC2)c1, CCN(C(C)C)C(C)C, CC(C)O, Cc1c[nH]c2ncnc(Cl)c12. Yields the product Cc1c[nH]c2ncnc(N3CCC(OCc4ccccc4)(C(=O)Nc4cccc(OC(=O)N(C)C)c4)CC3)c12. As a reaction SMILES: [CH3:1][N:2]([C:3]([O:4][c:5]1[cH:6][c:7]([NH:11][C:12](=[O:13])[C:14]2([O:20][CH2:21][c:22]3[cH:23][cH:24][cH:25][cH:26][cH:27]3)[CH2:15][CH2:16][NH:17][CH2:18][CH2:19]2)[cH:8][cH:9][cH:10]1)=[O:28])[CH3:29].[CH:30]([N:31]([CH2:32][CH3:33])[CH:34]([CH3:35])[CH3:36])([CH3:37])[CH3:38].[CH:50]([OH:51])([CH3:52])[CH3:53].[Cl:39][c:40]1[c:41]2[c:42]([n:43][cH:44][n:45]1)[nH:46][cH:47][c:48]2[CH3:49]>>[CH3:1][N:2]([C:3]([O:4][c:5]1[cH:6][c:7]([NH:11][C:12](=[O:13])[C:14]2([O:20][CH2:21][c:22]3[cH:23][cH:24][cH:25][cH:26][cH:27]3)[CH2:15][CH2:16][N:17]([c:40]3[c:41]4[c:42]([n:43][cH:44][n:45]3)[nH:46][cH:47][c:48]4[CH3:49])[CH2:18][CH2:19]2)[cH:8][cH:9][cH:10]1)=[O:28])[CH3:29]. The reactants are C(=C)P(CC1=CC=C(C=C1)F)(C=C)=O (Divinyl-(4-Fluorophenylmethyl)-phosphine oxide), C(C1=CC=CC=C1)N (benzylamine), C(C1=CC=CC=C1)N (benzylamine). The solvent is C1CCOC1 (THF), O (water). Reaction conditions: temperature 82 celsius. Yields the product C(C1=CC=CC=C1)N1CCP(CC1)(CC1=CC=C(C=C1)F)=O (1-benzyl-4-(4-fluorophenylmethyl)-[1,4]azaphosphinane 4-oxide). Yield: 77.5%. Reaction SMILES: [CH:1]([P:3](=[O:14])([CH:12]=[CH2:13])[CH2:4][C:5]1[CH:10]=[CH:9][C:8]([F:11])=[CH:7][CH:6]=1)=[CH2:2].[CH2:15]([NH2:22])[C:16]1[CH:21]=[CH:20][CH:19]=[CH:18][CH:17]=1>C1COCC1.O>[CH2:15]([N:22]1[CH2:13][CH2:12][P:3](=[O:14])([CH2:4][C:5]2[CH:10]=[CH:9][C:8]([F:11])=[CH:7][CH:6]=2)[CH2:1][CH2:2]1)[C:16]1[CH:21]=[CH:20][CH:19]=[CH:18][CH:17]=1. Procedure details: Divinyl-(4-Fluorophenylmethyl)-phosphine oxide (0.719 g, 3.42 mmol) and benzylamine (0.45 mL, 4.11 mmol) were dissolved in a mixture of THF (15 mL) and deionized water (15 mL). The reaction mixture was heated at 82° C. for 22 hours. The reaction was not complete and so an additional 0.04 mL of benzylamine was added and the reaction mixture was heated for an additional six hours at 90° C. The reaction mixture was concentrated by rotary evaporation and the product was extracted into dichloromethan... Procedure: 15 Parts of the above-obtained polymer resin having a higher molecular weight, 6 parts of a Fischer-Tropsch wax formed from natural gas (FT-100, melting point 91° C., supplied by Shell MDS (Malaysia) Sdn. Bhd.) and 100 parts of xylene were charged into a flask, and dissolved. The inner atmosphere of the flask was replaced with nitrogen gas, and the mixture was heated up to the boiling point of xylene. While the mixture was stirred under the reflux of xylene, a mixture containing 67 parts of styr... Reaction conditions: time 1 hour. The product is C=CC1=CC=CC=C1.C(C=C)(=O)[O-] (styrene acrylate). The reactants are C=CC1=CC=CC=C1 (styrene), C(C=C)(=O)OCCCC (n-butyl acrylate), C(C1=CC=CC=C1)(=O)OOC(C1=CC=CC=C1)=O (benzoyl peroxide). RXN SMILES: [CH2:1]=[CH:2][C:3]1[CH:8]=[CH:7][CH:6]=[CH:5][CH:4]=1.[C:9]([O:13]CCCC)(=[O:12])[CH:10]=[CH2:11].C(OOC(=O)C1C=CC=CC=1)(=O)C1C=CC=CC=1>C1(C)C(C)=CC=CC=1>[CH2:1]=[CH:2][C:3]1[CH:8]=[CH:7][CH:6]=[CH:5][CH:4]=1.[C:9]([O-:13])(=[O:12])[CH:10]=[CH2:11] |f:4.5|. The solvent is C=1(C(=CC=CC1)C)C (xylene), C=1(C(=CC=CC1)C)C (xylene), C=1(C(=CC=CC1)C)C (xylene), C=1(C(=CC=CC1)C)C (xylene). The reactants are ClCCCC(=O)C1=CNC2=CC=CC=C12 (3-(4-chlorobutyryl)indole), C(C1=CC=CC=C1)(=O)NC1CCNCC1 (4-benzamidopiperidine). Reaction conditions: temperature 160 celsius. Product: C(C1=CC=CC=C1)(=O)NC1CCN(CC1)CCCC(=O)C1=CNC2=CC=CC=C12 (4-Benzamido-1-[4-(indol-3-yl)-4-oxobutyl]piperidine). The yield is 39.8%. RXN SMILES: Cl[CH2:2][CH2:3][CH2:4][C:5]([C:7]1[C:15]2[C:10](=[CH:11][CH:12]=[CH:13][CH:14]=2)[NH:9][CH:8]=1)=[O:6].[C:16]([NH:24][CH:25]1[CH2:30][CH2:29][NH:28][CH2:27][CH2:26]1)(=[O:23])[C:17]1[CH:22]=[CH:21][CH:20]=[CH:19][CH:18]=1>>[C:16]([NH:24][CH:25]1[CH2:30][CH2:29][N:28]([CH2:2][CH2:3][CH2:4][C:5]([C:7]2[C:15]3[C:10](=[CH:11][CH:12]=[CH:13][CH:14]=3)[NH:9][CH:8]=2)=[O:6])[CH2:27][CH2:26]1)(=[O:23])[C:17]1[CH:18]=[CH:19][CH:20]=[CH:21][CH:22]=1. Procedure details: A mixture of 3-(4-chlorobutyryl)indole (22.2g. 0.1 mol.) and 4-benzamidopiperidine (40.8g. 0.2 mol.) was stirred and heated at 160° C. for 1 hour. The melt was cooled and extracted under reflux with water (200 ml.) for 0.5 hour. The insoluble granular residue was collected by filtration and crystallised from a mixture of ethanol (150 ml) and water (50 ml.), with charcoal treatment, to yield the title compound (15.5 g. 40%). The hydrochloride was precipitated from a solution of the base, in ethan... The reactants are C(C)(C)N[C@@H]1C2=C(OC([C@H]1O)(C)C)C=CC(=C2)[N+](=O)[O-] (Trans-4-Isopropylamino-3,4-dihydro-2,2-dimethyl-6-nitro-2H-benzo[b]pyran-3-ol), stannous chloride, S(O)(O)(=O)=O (sulphuric acid), C(C)OCC (diethyl ether). Solvent: C(C)O (ethanol), Cl (hydrochloric acid). Reaction conditions: time 3 hour. The product is S(=O)(=O)(O)O[C@H]1[C@@H](C2=C(OC1(C)C)C=CC(=C2)N)NC(C)C (trans-4-isopropylamino-3,4-dihydro-2,2-dimethyl-6-amino-2H-benzo[b]pyran-3-ol sulphate). As a reaction SMILES: [CH:1]([NH:4][C@H:5]1[C@H:10]([OH:11])[C:9]([CH3:13])([CH3:12])[O:8][C:7]2[CH:14]=[CH:15][C:16]([N+:18]([O-])=O)=[CH:17][C:6]1=2)([CH3:3])[CH3:2].C(OCC)C.[S:26](=O)(=[O:29])([OH:28])[OH:27]>C(O)C.Cl>[S:26]([O:11][C@@H:10]1[C:9]([CH3:13])([CH3:12])[O:8][C:7]2[CH:14]=[CH:15][C:16]([NH2:18])=[CH:17][C:6]=2[C@H:5]1[NH:4][CH:1]([CH3:3])[CH3:2])([OH:29])(=[O:28])=[O:27]. Reported procedure: Trans-4-Isopropylamino-3,4-dihydro-2,2-dimethyl-6-nitro-2H-benzo[b]pyran-3-ol (3.54 g.) was added to a solution of stannous chloride (7.90 g.) in ethanol (36 ml.) and concentrated hydrochloric acid (60 ml.) and stirred for 3 hours at ambient temperature. After dilution, work-up via diethyl ether gave a gum (3.25 g.). Purification of this gum (2.00 g.) by application to silica gel plates and development with ethyl acetate/60°-80° petroleum ether mixture gave an amorphous solid (1.01 g.) which was... The reactants are Cl.Cl.NC=1C(=NN(C1N)C1=CC=CC=C1)C (4,5-diamino-3-methyl-1-phenyl-1H-pyrazole dihydrochloride), N (ammonia). Run in O (water), C(C)O (ethanol). Run at time 17 hour. Yields the product NC1=C(C(=NN1C1=CC=CC=C1)C)N=C1C(=NNC1=N)C (4-((5-amino-3-methyl-1-phenyl-1H-pyrazole-4-yl)imino)-4,5-dihydro-5-imino-3-methyl-1H-pyrazole). RXN SMILES: Cl.Cl.[NH2:3][C:4]1[C:5]([CH3:16])=[N:6][N:7]([C:10]2[CH:15]=[CH:14][CH:13]=[CH:12][CH:11]=2)[C:8]=1[NH2:9].[NH3:17]>O.C(O)C>[NH2:9][C:8]1[N:7]([C:10]2[CH:15]=[CH:14][CH:13]=[CH:12][CH:11]=2)[N:6]=[C:5]([CH3:16])[C:4]=1[N:3]=[C:4]1[C:8](=[NH:7])[NH:9][N:17]=[C:5]1[CH3:16] |f:0.1.2|. Reported procedure: 2.6 g 4,5-diamino-3-methyl-1-phenyl-1H-pyrazole dihydrochloride were dissolved in a mixture of 30 ml water and 30 ml ethanol. The pH of the resulting solution was then adjusted to 9 with concentrated ammonia. Subsequently the reaction mixture was stirred for 17 hours with a gasifying stirrer. The precipitated dye compounds was separated by filtration, washed with water and dried. The yield amounted to 1.2 g.